Dataset: the Open Reaction Database (ORD), a public repository of structured organic reaction records. Task: describe an organic reaction: reactants, conditions, products, and yield The reactants are NC1=CC(=C(C(=O)OCC2=CC=CC=C2)C=C1)OCC1=CC=CC=C1 (Benzyl 4-amino-2-(benzyloxy)benzoate), BrC1=CC=C(C=C1)C1=CC=C(C=C1)C=O (4′-bromo-[1,1′-biphenyl]-4-carbaldehyde). Product: C(C1=CC=CC=C1)OC1=C(C(=O)OCC2=CC=CC=C2)C=CC(=C1)NCC1=CC=C(C=C1)C1=CC=C(C=C1)Br (benzyl 2-(benzyloxy)-4-(((4′-bromo-[1,1′-biphenyl]-4-yl)methyl)amino)benzoate). Yield: 70.0%. RXN SMILES: [NH2:1][C:2]1[CH:17]=[CH:16][C:5]([C:6]([O:8][CH2:9][C:10]2[CH:15]=[CH:14][CH:13]=[CH:12][CH:11]=2)=[O:7])=[C:4]([O:18][CH2:19][C:20]2[CH:25]=[CH:24][CH:23]=[CH:22][CH:21]=2)[CH:3]=1.[Br:26][C:27]1[CH:32]=[CH:31][C:30]([C:33]2[CH:38]=[CH:37][C:36]([CH:39]=O)=[CH:35][CH:34]=2)=[CH:29][CH:28]=1>>[CH2:19]([O:18][C:4]1[CH:3]=[C:2]([NH:1][CH2:39][C:36]2[CH:35]=[CH:34][C:33]([C:30]3[CH:31]=[CH:32][C:27]([Br:26])=[CH:28][CH:29]=3)=[CH:38][CH:37]=2)[CH:17]=[CH:16][C:5]=1[C:6]([O:8][CH2:9][C:10]1[CH:15]=[CH:14][CH:13]=[CH:12][CH:11]=1)=[O:7])[C:20]1[CH:25]=[CH:24][CH:23]=[CH:22][CH:21]=1. Procedure details: Primary aniline 1 was coupled to 4′-bromo-[1,1′-biphenyl]-4-carbaldehyde on a 3.7 mmol scale via General Procedure A to furnish 5 (1.52 g, 70%): δH (400 MHz, CDCl3) 4.39 (s, 2H, CH2), 4.59 (br s, 1H, NH), 5.10 (s, 2H, CH2), 5.31 (s, 2H, CH2), 6.20 (d, J=2.0 Hz, 1H, CH), 6.24 (d of d, J=8.6 and 2.0 Hz, 1H, CH), 7.25-7.36 (m, 6H, CH), 7.37-7.49 (m, 8H, CH), 7.53 (d, J=8.4 Hz, 2H, CH), 7.57 (d, J=8.4 Hz, 2H, CH) 7.85 (d, J=8.6 Hz, 1H, CH); δC (100 MHz, CDCl3) 47.3, 65.7, 70.3, 97.4, 104.9, 108.7, 1... Reactants: I(=O)(=O)(=O)[O-].[Na+] (sodium metaperiodate), C(CCCCC)SCCC=1C=NN(C1)CCCCC1C(CCC2=CC(=CC=C12)O)(C)C1=CC=C(C=C1)O ((1RS,2RS)-1-{4-[4-(2-hexylthioethyl)pyrazol-1-yl]butyl}-1,2,3,4-tetrahydro-2-p-hydroxyphenyl-2-methylnaphth-6-ol). The solvent is O (water), CO (methanol), O1CCCC1 (tetrahydrofuran), O (water). Conditions: time 16 hour. Product: C(CCCCC)S(=O)CCC=1C=NN(C1)CCCCC1C(CCC2=CC(=CC=C12)O)(C)C1=CC=C(C=C1)O ((1RS,2RS)-1-{4-[4-(2-hexylsulphinylethyl)pyrazol-1-yl]butyl}-1,2,3,4-tetrahydro-2-p-hydroxyphenyl-2-methylnaphth-6-ol). Reaction SMILES: I([O-])(=O)(=O)=[O:2].[Na+].[CH2:7]([S:13][CH2:14][CH2:15][C:16]1[CH:17]=[N:18][N:19]([CH2:21][CH2:22][CH2:23][CH2:24][CH:25]2[C:34]3[C:29](=[CH:30][C:31]([OH:35])=[CH:32][CH:33]=3)[CH2:28][CH2:27][C:26]2([C:37]2[CH:42]=[CH:41][C:40]([OH:43])=[CH:39][CH:38]=2)[CH3:36])[CH:20]=1)[CH2:8][CH2:9][CH2:10][CH2:11][CH3:12]>O.CO.O1CCCC1>[CH2:7]([S:13]([CH2:14][CH2:15][C:16]1[CH:17]=[N:18][N:19]([CH2:21][CH2:22][CH2:23][CH2:24][CH:25]2[C:34]3[C:29](=[CH:30][C:31]([OH:35])=[CH:32][CH:33]=3)[CH2:28][CH2:27][C:26]2([C:37]2[CH:38]=[CH:39][C:40]([OH:43])=[CH:41][CH:42]=2)[CH3:36])[CH:20]=1)=[O:2])[CH2:8][CH2:9][CH2:10][CH2:11][CH3:12] |f:0.1|. Reported procedure: A solution of sodium metaperiodate (0.1 g.) in water (2 ml.) was added to a stirred solution of (1RS,2RS)-1-{4-[4-(2-hexylthioethyl)pyrazol-1-yl]butyl}-1,2,3,4-tetrahydro-2-p-hydroxyphenyl-2-methylnaphth-6-ol (Example 1; 0.23 g.) in a mixture of methanol (4 ml.) and tetrahydrofuran (4 ml.) and the mixture was stirred at laboratory temperature for 16 hours, diluted with water (20 ml.) and extracted three times with methylene chloride (10 ml. each time). The combined extracts were dried and evapor... Reactants: C1=C(C=CC2=CC=CC=C12)S(=O)(=O)[O-].[Na+] (Sodium naphthalene-2-sulfonate), C1=C(C=CC2=CC=CC=C12)S(=O)(=O)[O-].[Na+] (sodium naphthalene-2-sulfonate), hydrogenated triphenyl, hydrogenated triphenyl, aqueous solution, [OH-].[Na+] (sodium hydroxide), [OH-].[Na+] (sodium hydroxide). Run in O (water), O (water). The product is C1=C(C=CC2=CC=CC=C12)O (2-naphthol). Yield: 95.3%. Reaction SMILES: [CH:1]1[C:10]2[C:5](=[CH:6][CH:7]=[CH:8][CH:9]=2)[CH:4]=[CH:3][C:2]=1S([O-])(=O)=O.[Na+].[OH-:16].[Na+]>O>[CH:1]1[C:10]2[C:5](=[CH:6][CH:7]=[CH:8][CH:9]=2)[CH:4]=[CH:3][C:2]=1[OH:16] |f:0.1,2.3|. Procedure: Sodium naphthalene-2-sulfonate and a hydrogenated triphenyl mixture were sent to a mixing tank 1 at a rate of 230 kg/hr and 825 kg/hr, respectively, and mixed with stirring. In a dispersing tank 2, 200 kg/hr of a 50% aqueous solution of sodium hydroxide was added to form a dispersed mixture. The dispersed mixture was dehydrated in a dehydrating tank 3, and sent to a reservoir 4. From the reservoir 4, a mixture consisting of sodium naphthalene-2-sulfonate, sodium hydroxide and the hydrogenated tr...